describe an organic reaction: reactants, conditions, products, and yield From a dataset of the Open Reaction Database (ORD), a public repository of structured organic reaction records. RXN SMILES: [C:15](=[O:16])=[O:17].[CH2:26]1[O:27][CH2:28][CH2:29][CH2:30]1.[CH3:1][S:2][CH:3]([CH2:4][CH2:5][S:6][CH3:7])[S:8][CH3:9].[CH3:20][CH2:21][CH2:22][CH2:23][CH2:24][CH3:25].[K+:19].[Li:10][CH2:11][CH2:12][CH2:13][CH3:14].[OH-:18]>>[CH3:1][S:2][C:3]([CH2:4][CH2:5][S:6][CH3:7])([S:8][CH3:9])[C:15](=[O:16])[OH:17]. Reactants: O=C=O, C1CCOC1, CSCCC(SC)SC, CCCCCC, [K+], [Li]CCCC, [OH-]. Yields the product CSCCC(SC)(SC)C(=O)O.